From a dataset of the Open Reaction Database (ORD), a public repository of structured organic reaction records. describe an organic reaction: reactants, conditions, products, and yield Starting materials: CCC(=O)N(CC1CCCN(C(=O)OC(C)(C)C)C1)c1ccccc1, ClCCl, O=C(O)C(F)(F)F, O=Cc1ncc[nH]1. Product: CCC(=O)N(CC1CCCN(Cc2ncc[nH]2)C1)c1ccccc1. Reaction SMILES: [C:8]([O:9][C:10]([CH3:11])([CH3:12])[CH3:13])(=[O:14])[N:15]1[CH2:16][CH:17]([CH2:21][N:22]([C:23]([CH2:24][CH3:25])=[O:26])[c:27]2[cH:28][cH:29][cH:30][cH:31][cH:32]2)[CH2:18][CH2:19][CH2:20]1.[Cl:40][CH2:41][Cl:42].[OH:1][C:2]([C:3]([F:4])([F:5])[F:6])=[O:7].[nH:33]1[c:34]([CH:38]=[O:39])[n:35][cH:36][cH:37]1>>[CH2:8]([N:15]1[CH2:16][CH:17]([CH2:21][N:22]([C:23]([CH2:24][CH3:25])=[O:26])[c:27]2[cH:28][cH:29][cH:30][cH:31][cH:32]2)[CH2:18][CH2:19][CH2:20]1)[c:34]1[nH:33][cH:37][cH:36][n:35]1. The reactants are C=1(C(=CC=CC1)C)C (xylene), C1=CC=C(C(=C1)O)S(=O)(=O)[O-].[Na+] (sodium phenolsulfonate), C1(C=2C(C(N1CC(=O)Cl)=O)=CC=CC2)=O (α-phthalimidoacetyl chloride). Solvent: CC(=O)C (acetone). Conditions: time 15 hour. Yields the product C1(C=2C(C(N1CC(=O)OC1=C(C=CC=C1)S(=O)(=O)[O-])=O)=CC=CC2)=O.[Na+] (Sodium α-phthalimidoacetoxybenzenesulfonate). As a reaction SMILES: C1(C)C(C)=CC=CC=1.[CH:9]1[CH:14]=[C:13]([OH:15])[C:12]([S:16]([O-:19])(=[O:18])=[O:17])=[CH:11][CH:10]=1.[Na+:20].[C:21]1(=[O:35])[N:25]([CH2:26][C:27](Cl)=[O:28])[C:24](=[O:30])[C:23]2=[CH:31][CH:32]=[CH:33][CH:34]=[C:22]12>CC(C)=O>[C:24]1(=[O:30])[N:25]([CH2:26][C:27]([O:15][C:13]2[CH:14]=[CH:9][CH:10]=[CH:11][C:12]=2[S:16]([O-:19])(=[O:17])=[O:18])=[O:28])[C:21](=[O:35])[C:22]2=[CH:34][CH:33]=[CH:32][CH:31]=[C:23]12.[Na+:20] |f:1.2,5.6|. Procedure details: 500 g of xylene are added to 98.0 g (0.5 mol) of anhydrous sodium phenolsulfonate and 112.0 g (0.5 mol) of α-phthalimidoacetyl chloride and the mixture is kept at 140° C. for 15 hours. After cooling, the reaction mixture is taken up in acetone, the solvent is filtered off with suction over a Buchner funnel and the crystal sludge is washed twice more with 80 ml of acetone each time. After recrystallization from 90% strength ethanol, the resulting product is dried at 40° C. under a water pump vacu... The product is FC1=CC=C(C=C1)[C@]1(CCN(C(O1)=O)[C@@H](C)C1=CC=C(C=C1)C1=CC(=NC=C1)OC)CCCO ((R)-6-(4-fluorophenyl)-6-(3-hydroxypropyl)-3-((S)-1-(4-(2-methoxypyridin-4-yl)phenyl)ethyl)-1,3-oxazinan-2-one). As a reaction SMILES: Br[C:2]1[CH:7]=[CH:6][C:5]([C@@H:8]([N:10]2[CH2:15][CH2:14][C@@:13]([C:20]3[CH:25]=[CH:24][C:23]([F:26])=[CH:22][CH:21]=3)([CH2:16][CH2:17][CH2:18][OH:19])[O:12][C:11]2=[O:27])[CH3:9])=[CH:4][CH:3]=1.[CH3:28][O:29][C:30]1[CH:35]=[C:34](B(O)O)[CH:33]=[CH:32][N:31]=1>>[F:26][C:23]1[CH:24]=[CH:25][C:20]([C@:13]2([CH2:16][CH2:17][CH2:18][OH:19])[O:12][C:11](=[O:27])[N:10]([C@H:8]([C:5]3[CH:6]=[CH:7][C:2]([C:34]4[CH:33]=[CH:32][N:31]=[C:30]([O:29][CH3:28])[CH:35]=4)=[CH:3][CH:4]=3)[CH3:9])[CH2:15][CH2:14]2)=[CH:21][CH:22]=1. Procedure details: The title compound was prepared from (R)-3-((S)-1-(4-bromophenyl)ethyl)-6-(4-fluorophenyl)-6-(3-hydroxypropyl)-1,3-oxazinan-2-one and 2-methoxypyridin-4-ylboronic acid following a procedure analogous to that described in Example 14. LC-MS Method 1 tR=1.9 min, m/z=447 (M+1); 1H NMR (CDCl3) 8.29 (1H, d, J=5.5 Hz), 7.34 (2H, m), 7.21-7.15 (m, 3H), 7.02-6.93 (5H, m), 5.67-5.61 (1H, m), 4.05 (3H, s), 3.53 (1H, t, J=6.41 Hz), 2.97-2.93 (1H, m), 2.33-2.11 (3H, m), 2.06-1.83 (3H, m), 1.67-1.57 (1H, m), ... The reactants are BrC1=CC=C(C=C1)[C@H](C)N1C(O[C@@](CC1)(CCCO)C1=CC=C(C=C1)F)=O ((R)-3-((S)-1-(4-bromophenyl)ethyl)-6-(4-fluorophenyl)-6-(3-hydroxypropyl)-1,3-oxazinan-2-one), COC1=NC=CC(=C1)B(O)O (2-methoxypyridin-4-ylboronic acid). Reactants: CC(=O)c1ccc(C)c(S(=O)(=O)Cl)c1, CC(=O)c1ccc(C)c(S(=O)(=O)[O-])c1, CCN(CC)c1ccccc1. Product: CC(=O)c1ccc(C)c(S(N)(=O)=O)c1. As a reaction SMILES: [C:1]([CH3:2])(=[O:3])[c:4]1[cH:5][cH:6][c:7]([CH3:14])[c:8]([S:10](=[O:11])(=[O:12])[Cl:13])[cH:9]1.[C:26]([c:27]1[cH:28][cH:29][c:30]([CH3:31])[c:32]([S:33]([O-:34])(=[O:35])=[O:36])[cH:37]1)(=[O:38])[CH3:39].[CH2:15]([N:17]([CH2:16][CH3:18])[c:19]1[cH:20][cH:21][cH:22][cH:23][cH:24]1)[CH3:25]>>[C:1]([CH3:2])(=[O:3])[c:4]1[cH:5][cH:6][c:7]([CH3:14])[c:8]([S:10](=[O:11])(=[O:12])[NH2:17])[cH:9]1. Starting materials: solution, C[O-].[Na+] (sodium methoxide), 60/40, ICC(COC1=C(C=C(C(=O)OC)C=C1)C=O)=C (methyl 4-{[2-(iodomethyl)-2-propenyl]oxy}-3-formylbenzoate), ClCC(COC1=C(C=C(C(=O)OC)C=C1)C=O)=C (methyl 4-{[2-(chloromethyl)-2-propenyl]oxy}-3-formylbenzoate), C1(=CC=CC=C1)P(C1=CC=CC=C1)C1=CC=CC=C1 (triphenylphosphine). The solvent is C(C)#N (acetonitrile), CO (methanol). Conditions: time 1 hour. Product: C=C1COC2=C(C=C1)C=C(C=C2)C(=O)OC (methyl 3-methylene-2,3-dihydro-1-benzoxepin-7-carboxylate). Isolated yield 54.0%. Reaction SMILES: I[CH2:2][C:3](=[CH2:18])[CH2:4][O:5][C:6]1[CH:15]=[CH:14][C:9]([C:10]([O:12][CH3:13])=[O:11])=[CH:8][C:7]=1[CH:16]=O.ClCC(=C)COC1C=CC(C(OC)=O)=CC=1C=O.C1(P(C2C=CC=CC=2)C2C=CC=CC=2)C=CC=CC=1.C[O-].[Na+]>CO.C(#N)C>[CH2:2]=[C:3]1[CH:18]=[CH:16][C:7]2[CH:8]=[C:9]([C:10]([O:12][CH3:13])=[O:11])[CH:14]=[CH:15][C:6]=2[O:5][CH2:4]1 |f:3.4|. Procedure details: 333 mg (1 mmol) of a 60/40 mixture of methyl 4-{[2-(iodomethyl)-2-propenyl]oxy}-3-formylbenzoate and of methyl 4-{[2-(chloromethyl)-2-propenyl]oxy}-3-formylbenzoate and then 297 mg (1.133 mmol) of triphenylphosphine are successively introduced into the 50 ml single-necked flask. The combined mixture is subjected to a stream of nitrogen and then 20 ml of acetonitrile are introduced via a hollow tube. After complete dissolution, the solution is brought to reflux overnight. After cooling the soluti... Reactants: CC=CCC#N, O=C([O-])[O-], COC(=O)C1C(C=O)C1(C)C, CN(C)C=O, [K+], [K+], O. Yields the product CC=CC(C#N)=CC1C(C(=O)OC)C1(C)C. Reaction SMILES: [C:12]([CH2:13][CH:14]=[CH:15][CH3:16])#[N:17].[C:18](=[O:19])([O-:20])[O-:21].[CH3:1][O:2][C:3](=[O:4])[CH:5]1[C:6]([CH3:10])([CH3:11])[CH:7]1[CH:8]=[O:9].[CH3:24][N:25]([CH3:26])[CH:27]=[O:28].[K+:22].[K+:23].[OH2:29]>>[CH3:1][O:2][C:3](=[O:4])[CH:5]1[C:6]([CH3:10])([CH3:11])[CH:7]1[CH:8]=[C:13]([C:12]#[N:17])[CH:14]=[CH:15][CH3:16]. Reactants: [BH3-]C#N, CC(C)=O, CO, CC(=O)O, CCOC(C)=O, NCCc1ccc(F)cc1, [Na+], O. The product is CC(C)NCCc1ccc(F)cc1. RXN SMILES: [C:17]([BH3-:18])#[N:19].[CH3:11][C:12]([CH3:13])=[O:14].[CH3:15][OH:16].[CH3:21][C:22](=[O:23])[OH:24].[CH3:25][CH2:26][O:27][C:28](=[O:29])[CH3:30].[F:1][c:2]1[cH:3][cH:4][c:5]([CH2:6][CH2:7][NH2:8])[cH:9][cH:10]1.[Na+:20].[OH2:31]>>[F:1][c:2]1[cH:3][cH:4][c:5]([CH2:6][CH2:7][NH:8][CH:12]([CH3:11])[CH3:13])[cH:9][cH:10]1. The reactants are CCCCCC, CCOC(C)=O, COc1cccc2c1CCCC2. Yields the product COc1cccc2c1CC=CC2. RXN SMILES: [CH3:13][CH2:14][CH2:15][CH2:16][CH2:17][CH3:18].[CH3:19][CH2:20][O:21][C:22]([CH3:23])=[O:24].[CH3:1][O:2][c:3]1[c:4]2[c:9]([cH:10][cH:11][cH:12]1)[CH2:8][CH2:7][CH2:6][CH2:5]2>>[CH3:1][O:2][c:3]1[c:4]2[c:9]([cH:10][cH:11][cH:12]1)[CH2:8][CH:7]=[CH:6][CH2:5]2. Starting materials: CC(C)(C)OC(=O)N1CCC(O)(c2cc(C(=O)O)c3ccccc3c2)CC1, C[Si](C)(C)C=[N+]=[N-], CC(=O)O, CO. The product is COC(=O)c1cc(C2(O)CCN(C(=O)OC(C)(C)C)CC2)cc2ccccc12. As a reaction SMILES: [C:1]([CH3:2])([CH3:3])([CH3:4])[O:5][C:6](=[O:7])[N:8]1[CH2:9][CH2:10][C:11]([OH:14])([c:15]2[cH:16][c:17]([C:25](=[O:26])[OH:27])[c:18]3[cH:19][cH:20][cH:21][cH:22][c:23]3[cH:24]2)[CH2:12][CH2:13]1.[CH3:28][Si:29]([CH:30]=[N+:31]=[N-:32])([CH3:33])[CH3:34].[CH3:35][C:36](=[O:37])[OH:38].[CH3:39][OH:40]>>[C:1]([CH3:2])([CH3:3])([CH3:4])[O:5][C:6](=[O:7])[N:8]1[CH2:9][CH2:10][C:11]([OH:14])([c:15]2[cH:16][c:17]([C:25](=[O:26])[O:27][CH3:28])[c:18]3[cH:19][cH:20][cH:21][cH:22][c:23]3[cH:24]2)[CH2:12][CH2:13]1.